This data is from the Open Reaction Database (ORD), a public repository of structured organic reaction records. The task is: describe an organic reaction: reactants, conditions, products, and yield Starting materials: BrBr (bromine), CNC1=CC=CC=C1 (N-methyl-aniline), [OH-].[Na+] (sodium hydroxide), O (water). Run in C(C)(=O)O (acetic acid), C(C)(=O)O (acetic acid). Conditions: time 75 minute. The product is CNC1=CC=C(C=C1)Br (N-methyl-4-bromo-aniline). The yield is 102.2%. RXN SMILES: [Br:1]Br.[CH3:3][NH:4][C:5]1[CH:10]=[CH:9][CH:8]=[CH:7][CH:6]=1.O.[OH-].[Na+]>C(O)(=O)C>[CH3:3][NH:4][C:5]1[CH:10]=[CH:9][C:8]([Br:1])=[CH:7][CH:6]=1 |f:3.4|. Procedure details: A solution of 179 g of bromine in 120 ml of acetic acid was added at less than 40° C. over 45 minutes under an inert atmosphere to a mixture of 120 g of N-methyl-aniline and 600 ml of acetic acid and the mixture was stirred for 75 minutes and then was cooled to room temperature and poured into a mixture of ice and water. The pH of the mixture was adjusted to 10 by addition of sodium hydroxide and the mixture was extracted with methylene chloride. The organic phase was washed with aqueous saturat... Reactants: C1(CCCCC1)N=C=NC1CCCCC1 (N,N'-dicyclohexylcarbodiimide), OC1=CC=C(C=C1)C1=CC=C(C=C1)[C@@H]1CC[C@H](CC1)CCCCC (4-hydroxy-4'-(trans-4-pentylcyclohexyl)biphenyl), C(CC)[C@@H]1CC[C@H](CC1)C(=O)O (trans-4-propylcyclohexanecarboxylic acid), (4-dimethylamino)pyridine. Solvent: ClCCl (dichloromethane). Reaction conditions: time 3 day. The product is C(CCCC)[C@@H]1CC[C@H](CC1)C1=CC=C(C=C1)C1=CC=C(C=C1)OC(=O)[C@@H]1CC[C@H](CC1)CCC (trans-4-propylcyclohexanecarboxylic acid 4'-(trans-4-pentylcyclohexyl)-4-biphenylyl ester). As a reaction SMILES: [OH:1][C:2]1[CH:7]=[CH:6][C:5]([C:8]2[CH:13]=[CH:12][C:11]([C@H:14]3[CH2:19][CH2:18][C@H:17]([CH2:20][CH2:21][CH2:22][CH2:23][CH3:24])[CH2:16][CH2:15]3)=[CH:10][CH:9]=2)=[CH:4][CH:3]=1.[CH2:25]([C@H:28]1[CH2:33][CH2:32][C@H:31]([C:34](O)=[O:35])[CH2:30][CH2:29]1)[CH2:26][CH3:27].C1(N=C=NC2CCCCC2)CCCCC1>ClCCl>[CH2:20]([C@H:17]1[CH2:18][CH2:19][C@H:14]([C:11]2[CH:12]=[CH:13][C:8]([C:5]3[CH:4]=[CH:3][C:2]([O:1][C:34]([C@H:31]4[CH2:32][CH2:33][C@H:28]([CH2:25][CH2:26][CH3:27])[CH2:29][CH2:30]4)=[O:35])=[CH:7][CH:6]=3)=[CH:9][CH:10]=2)[CH2:15][CH2:16]1)[CH2:21][CH2:22][CH2:23][CH3:24]. Procedure details: 0.40 g of 4-hydroxy-4'-(trans-4-pentylcyclohexyl)biphenyl, 0.21 g of trans-4-propylcyclohexanecarboxylic acid and 0.025 g of (4-dimethylamino)pyridine were dissolved in 25 ml of dichloromethane and then 0.31 g of N,N'-dicyclohexylcarbodiimide was added portionwise within 10 minutes while stirring. The mixture was left to stand at room temperature for 3 days and then the precipitate was filtered off. The filtrate was diluted with dichloromethane, washed twice with 20 ml of saturated sodium bicarb... Starting materials: C(C)(C)(C)OC([C@@H](N)CCCNC#N)=O (N5-cyano-L-ornithine tert-butyl ester), Cl.C(C)(C)(C)OC([C@@H](NC(=O)OC(C)(C)C)CCCNCOC=N)=O (N2-(tert-butoxycarbonyl)-N5-(iminomethoxymethyl)-L-ornithine tert-butyl ester hydrochloride), C(C)(C)(C)OC([C@@H](NC(=O)OC(C)(C)C)CCCNC#N)=O (N2-(tert-butoxycarbonyl)-N5-cyano-L-ornithine tert-butyl ester). The product is Cl.C(C)(C)(C)OC([C@@H](NC(=O)OC(C)(C)C)CCCNC=NOCC)=O (N2-(tert-butoxycarbonyl)-N5-(ethoxyiminomethyl)-L-ornithine tert-butyl ester hydrochloride). The yield is 75.0%. Reaction SMILES: [ClH:1].[C:2]([O:6]C(=O)[C@H](CCCNCOC=N)NC(OC(C)(C)C)=O)(C)(C)[CH3:3].[C:26]([O:30][C:31](=[O:47])[C@H:32]([CH2:41][CH2:42][CH2:43][NH:44][C:45]#[N:46])[NH:33][C:34]([O:36][C:37]([CH3:40])([CH3:39])[CH3:38])=[O:35])([CH3:29])([CH3:28])[CH3:27].C(OC(=O)[C@H](CCCNC#N)N)(C)(C)C>>[ClH:1].[C:26]([O:30][C:31](=[O:47])[C@H:32]([CH2:41][CH2:42][CH2:43][NH:44][CH:45]=[N:46][O:6][CH2:2][CH3:3])[NH:33][C:34]([O:36][C:37]([CH3:38])([CH3:39])[CH3:40])=[O:35])([CH3:27])([CH3:28])[CH3:29] |f:0.1,4.5|. Procedure: By a method described above for the preparation of N2-(tert-butoxycarbonyl)-N5-(iminomethoxymethyl)-L-ornithine tert-butyl ester hydrochloride, 1.05 g (3.35 mmol) of N2-(tert-butoxycarbonyl)-N5-cyano-L-ornithine tert-butyl ester produced 0.95 g (75%) N2-(tert-butoxycarbonyl)-N5-(ethoxyiminomethyl)-L-ornithine tert-butyl ester hydrochloride (TLC, silica gel, methanol:dichloromethane/1:4, Rf=0.61) and 1.195 g (3.2 mmol) of N2-tert-butoxycarbonyl)-N5-cyano-L-ornithine tert-butyl ester produces 0.63... The reactants are FC([C@H](CN1CC(OCC1)C1=CC=C(C=C1)C(F)(F)F)O)(F)F ((S)-1,1,1-Trifluoro-3-[2-(4-trifluoromethyl-phenyl)-morpholin-4-yl]-propan-2-ol), ClC1=CC=C(C=C1)N=C=O (1-chloro-4-isocyanatobenzene), Cl (HCl). The solvent is C(C)#N (acetonitrile). Conditions: time 8 hour. Product: Cl.FC([C@H](CN1C[C@@H](OCC1)C1=CC=C(C=C1)C(F)(F)F)OC(NC1=CC=C(C=C1)Cl)=O)(F)F ((4-chloro-phenyl)-carbamic acid (S)-2,2,2-trifluoro-1-[(S)-2-(4-trifluoromethyl-phenyl)-morpholin-4-ylmethyl]-ethyl ester hydrochloride). The yield is 67.4%. As a reaction SMILES: [F:1][C:2]([F:23])([F:22])[C@@H:3]([OH:21])[CH2:4][N:5]1[CH2:10][CH2:9][O:8][CH:7]([C:11]2[CH:16]=[CH:15][C:14]([C:17]([F:20])([F:19])[F:18])=[CH:13][CH:12]=2)[CH2:6]1.[Cl:24][C:25]1[CH:30]=[CH:29][C:28]([N:31]=[C:32]=[O:33])=[CH:27][CH:26]=1.Cl>C(#N)C>[ClH:24].[F:23][C:2]([F:1])([F:22])[C@@H:3]([O:21][C:32](=[O:33])[NH:31][C:28]1[CH:29]=[CH:30][C:25]([Cl:24])=[CH:26][CH:27]=1)[CH2:4][N:5]1[CH2:10][CH2:9][O:8][C@@H:7]([C:11]2[CH:12]=[CH:13][C:14]([C:17]([F:18])([F:19])[F:20])=[CH:15][CH:16]=2)[CH2:6]1 |f:4.5|. Procedure details: (S)-1,1,1-Trifluoro-3-[2-(4-trifluoromethyl-phenyl)-morpholin-4-yl]-propan-2-ol (52 mg, 151 μmol) and 1-chloro-4-isocyanatobenzene (25.6 mg, 167 μmol) were combined in acetonitrile (2 mL). The mixture was stirred at room temperature overnight and evaporated. The residue was purified by flash chromatography (20% EtOAc/hexanes) to provide the later-running isomer, which was converted to the HCl salt to afford (4-chloro-phenyl)-carbamic acid (S)-2,2,2-trifluoro-1-[(S)-2-(4-trifluoromethyl-phenyl)-m...